Dataset: the Open Reaction Database (ORD), a public repository of structured organic reaction records. Task: describe an organic reaction: reactants, conditions, products, and yield Reactants: CCO, [Na+], CCOC(=O)c1ccc([SH]2CCOCC2)cc1, [OH-]. Yields the product O=C(O)c1ccc([SH]2CCOCC2)cc1. Reaction SMILES: [CH3:20][CH2:21][OH:22].[Na+:19].[O:1]1[CH2:2][CH2:3][SH:4]([c:7]2[cH:8][cH:9][c:10]([C:11](=[O:12])[O:13][CH2:14][CH3:15])[cH:16][cH:17]2)[CH2:5][CH2:6]1.[OH-:18]>>[O:1]1[CH2:2][CH2:3][SH:4]([c:7]2[cH:8][cH:9][c:10]([C:11](=[O:12])[OH:13])[cH:16][cH:17]2)[CH2:5][CH2:6]1. The reactants are O=C(C(=O)N1CCN(C2CCCCC2)CC1)c1cccs1, CC(C)c1cccc(N)c1. Yields the product CC(C)c1cccc(N=C(C(=O)N2CCN(C3CCCCC3)CC2)c2cccs2)c1. Reaction SMILES: [CH:1]1([N:7]2[CH2:8][CH2:9][N:10]([C:13]([C:14](=[O:15])[c:16]3[s:17][cH:18][cH:19][cH:20]3)=[O:21])[CH2:11][CH2:12]2)[CH2:2][CH2:3][CH2:4][CH2:5][CH2:6]1.[CH:22]([CH3:23])([CH3:24])[c:25]1[cH:26][c:27]([NH2:28])[cH:29][cH:30][cH:31]1>>[CH:1]1([N:7]2[CH2:8][CH2:9][N:10]([C:13]([C:14]([c:16]3[s:17][cH:18][cH:19][cH:20]3)=[N:28][c:27]3[cH:26][c:25]([CH:22]([CH3:23])[CH3:24])[cH:31][cH:30][cH:29]3)=[O:21])[CH2:11][CH2:12]2)[CH2:2][CH2:3][CH2:4][CH2:5][CH2:6]1. The reactants are O (water), C([O-])([O-])=O.[Na+].[Na+] (sodium carbonate), C(CCCCCCC)N[C@H]1[C@H](O)[C@@H](O)[C@H](O)[C@H](O1)CO (N-octyl-β-D-glucopyranosylamine), C(C=C)(=O)Cl (acryloyl chloride). The solvent is CO (methanol), CO (methanol). Run at time 25 minute. Yields the product [C@@H]1([C@H](O)[C@@H](O)[C@H](O)[C@H](O1)CO)N(C(C=C)=O)CCCCCCCC (N-(β-D-glucopyranosyl)-N-octylacrylamide). Reaction SMILES: C(=O)([O-])[O-].[Na+].[Na+].[CH2:7]([NH:15][C@@H:16]1[O:24][C@H:23]([CH2:25][OH:26])[C@@H:21]([OH:22])[C@H:19]([OH:20])[C@H:17]1[OH:18])[CH2:8][CH2:9][CH2:10][CH2:11][CH2:12][CH2:13][CH3:14].[C:27](Cl)(=[O:30])[CH:28]=[CH2:29].O>CO>[C@@H:16]1([N:15]([CH2:7][CH2:8][CH2:9][CH2:10][CH2:11][CH2:12][CH2:13][CH3:14])[C:27](=[O:30])[CH:28]=[CH2:29])[O:24][C@H:23]([CH2:25][OH:26])[C@@H:21]([OH:22])[C@H:19]([OH:20])[C@H:17]1[OH:18] |f:0.1.2|. Procedure details: 62.5 mmol (6.63 g) of sodium carbonate are added to 24 mmol (7 g) of N-octyl-β-D-glucopyranosylamine in 100 ml of methanol at 30° C.; 48 mmol (3.9 ml) of acryloyl chloride are run in at 0° C. over 5 minutes into the heterogeneous mixture. The reaction mixture is left at ambient temperature with stirring for 25 minutes. After addition of 100 ml of water and evaporation of the methanol the acrylamidosugar is extracted with 300 ml of ethyl acetate. The organic phase is washed with a saturated solut... Starting materials: COC(=O)c1cc([N+](=O)[O-])cc2c1OCCCN2C=O, Cl, [NH-][N+](=O)[O-], [Na+], [OH-]. Product: COC(=O)c1cc([N+](=O)[O-])cc2c1OCCCN2. As a reaction SMILES: [CH3:1][O:2][C:3](=[O:4])[c:5]1[cH:6][c:7]([N+:18](=[O:19])[O-:20])[cH:8][c:9]2[c:15]1[O:14][CH2:13][CH2:12][CH2:11][N:10]2[CH:16]=[O:17].[ClH:27].[N+:21]([NH-:22])([O-:23])=[O:24].[Na+:26].[OH-:25]>>[CH3:1][O:2][C:3](=[O:4])[c:5]1[cH:6][c:7]([N+:18](=[O:19])[O-:20])[cH:8][c:9]2[c:15]1[O:14][CH2:13][CH2:12][CH2:11][NH:10]2. The reactants are COc1cc(N)cc(OC)c1, Clc1nc(Nc2cc[nH]n2)cc2ccccc12. Yields the product COc1cc(Nc2nc(Nc3cc[nH]n3)cc3ccccc23)cc(OC)c1. As a reaction SMILES: [CH3:18][O:19][c:20]1[cH:21][c:22]([NH2:28])[cH:23][c:24]([O:26][CH3:27])[cH:25]1.[Cl:1][c:2]1[n:3][c:4]([NH:12][c:13]2[n:14][nH:15][cH:16][cH:17]2)[cH:5][c:6]2[cH:7][cH:8][cH:9][cH:10][c:11]12>>[c:2]1([NH:28][c:22]2[cH:21][c:20]([O:19][CH3:18])[cH:25][c:24]([O:26][CH3:27])[cH:23]2)[n:3][c:4]([NH:12][c:13]2[n:14][nH:15][cH:16][cH:17]2)[cH:5][c:6]2[cH:7][cH:8][cH:9][cH:10][c:11]12.